Dataset: the Open Reaction Database (ORD), a public repository of structured organic reaction records. Task: describe an organic reaction: reactants, conditions, products, and yield Yields the product COCOc1ccc(C2COc3cc(OCOC)ccc3C2(O)c2ccc(OCCCCCI)cc2)cc1. RXN SMILES: [CH2:42]([C:43]([CH3:44])=[O:45])[CH3:46].[Cl:1][CH2:2][CH2:3][CH2:4][CH2:5][CH2:6][O:7][c:8]1[cH:9][cH:10][c:11]([C:14]2([OH:38])[CH:15]([c:28]3[cH:29][cH:30][c:31]([O:34][CH2:35][O:36][CH3:37])[cH:32][cH:33]3)[CH2:16][O:17][c:18]3[c:19]2[cH:20][cH:21][c:22]([O:24][CH2:25][O:26][CH3:27])[cH:23]3)[cH:12][cH:13]1.[I-:40].[Na+:39].[OH2:41]>>[CH2:2]([CH2:3][CH2:4][CH2:5][CH2:6][O:7][c:8]1[cH:9][cH:10][c:11]([C:14]2([OH:38])[CH:15]([c:28]3[cH:29][cH:30][c:31]([O:34][CH2:35][O:36][CH3:37])[cH:32][cH:33]3)[CH2:16][O:17][c:18]3[c:19]2[cH:20][cH:21][c:22]([O:24][CH2:25][O:26][CH3:27])[cH:23]3)[cH:12][cH:13]1)[I:40]. The reactants are CCC(C)=O, COCOc1ccc(C2COc3cc(OCOC)ccc3C2(O)c2ccc(OCCCCCCl)cc2)cc1, [I-], [Na+], O. Reactants: NC=1C=C2CCN(C2=CC1)CC(=O)OCC1=CC=CC=C1 (benzyl 2-(5-aminoindolin-1-yl)acetate), CS(=O)(=O)Cl (methanesulfonyl chloride). Run in N1=CC=CC=C1 (pyridine). Conditions: time 1 hour. Yields the product CS(=O)(=O)NC=1C=C2CCN(C2=CC1)CC(=O)OCC1=CC=CC=C1 (benzyl 2-(5-(methylsulfonamido)indolin-1-yl)acetate). The yield is 72.6%. RXN SMILES: [NH2:1][C:2]1[CH:3]=[C:4]2[C:8](=[CH:9][CH:10]=1)[N:7]([CH2:11][C:12]([O:14][CH2:15][C:16]1[CH:21]=[CH:20][CH:19]=[CH:18][CH:17]=1)=[O:13])[CH2:6][CH2:5]2.[CH3:22][S:23](Cl)(=[O:25])=[O:24]>N1C=CC=CC=1>[CH3:22][S:23]([NH:1][C:2]1[CH:3]=[C:4]2[C:8](=[CH:9][CH:10]=1)[N:7]([CH2:11][C:12]([O:14][CH2:15][C:16]1[CH:21]=[CH:20][CH:19]=[CH:18][CH:17]=1)=[O:13])[CH2:6][CH2:5]2)(=[O:25])=[O:24]. Reported procedure: To a solution of benzyl 2-(5-aminoindolin-1-yl)acetate (0.610 g, 2.161 mmol) in pyridine (15 ml), methanesulfonyl chloride (0.251 ml, 3.24 mmol) was added at 0° C. The mixture was allowed to warm to room temperature and stirred for 1 hour. The solvent was removed under vacuum and the residue was partitioned between DCM and water; the organic phase was washed with brine, dried over sodium sulfate and evaporated to dryness. The crude was purified by flash chromatography on silica gel column (petro... Reactants: CCN(CC)C(OC)OC, CCN(C=O)CC, Cc1ccc2c(c1[N+](=O)[O-])C(=O)c1ccccc1C2=O. Yields the product CCN(C=Cc1ccc2c(c1[N+](=O)[O-])C(=O)c1ccccc1C2=O)CC. RXN SMILES: [CH2:21]([CH3:22])[N:23]([CH2:24][CH3:25])[CH:26]([O:27][CH3:28])[O:29][CH3:30].[CH2:31]([N:32]([CH2:33][CH3:34])[CH:35]=[O:36])[CH3:37].[CH3:1][c:2]1[c:3]([N+:18](=[O:19])[O-:20])[c:4]2[c:13]([cH:14][cH:15]1)[C:12](=[O:16])[c:11]1[c:6]([cH:7][cH:8][cH:9][cH:10]1)[C:5]2=[O:17]>>[CH:1]([c:2]1[c:3]([N+:18](=[O:19])[O-:20])[c:4]2[c:13]([cH:14][cH:15]1)[C:12](=[O:16])[c:11]1[c:6]([cH:7][cH:8][cH:9][cH:10]1)[C:5]2=[O:17])=[CH:26][N:23]([CH2:21][CH3:22])[CH2:24][CH3:25].